describe an organic reaction: reactants, conditions, products, and yield From a dataset of the Open Reaction Database (ORD), a public repository of structured organic reaction records. The solvent is CO (methanol). Conditions: time 10 minute. Starting materials: FC1=C(C=CC=C1)CCCOC1=CC=C(C=O)C=C1 (4-(3-(2-fluorophenyl)propyl) oxybenzaldehyde), CS(=O)(=O)O (methanesulfonic acid), N[C@H](C(=O)N)C ((S)-(+)-2-aminopropanamide), [BH3-]C#N.[Na+] (NaBH3CN). Procedure: To a solution of (S)-(+)-2-aminopropanamide (1.93 g; 0170 mol) in anhydrousmethanol (60 ml), under stirring and nitrogen, 2.0 g of 4 Å molecular sieves were added and then, in a single portion, NaBH3CN (0.78 g; 0.0124 mol); after 10 minutes, 4 g (0.0155 mol) of 4-(3-(2-fluorophenyl)propyl) oxybenzaldehyde were added, in 20 ml of anhydrous methanol. After 3 hours, the reaction was completed, the mixturewas filtered, the filtrates washed with methanol, the residue was directly flash-chromatographe... Yields the product FC1=C(C=CC=C1)CCCOC1=CC=C(CN[C@H](C(=O)N)C)C=C1 ((S)-(+) 2-{4-[3-(2-fluorophenyl)propyl)oxybenzyl}aminopropanamide), CS(=O)(=O)[O-] (methanesulfonate). As a reaction SMILES: [NH2:1][C@@H:2]([CH3:6])[C:3]([NH2:5])=[O:4].[BH3-]C#N.[Na+].[F:11][C:12]1[CH:17]=[CH:16][CH:15]=[CH:14][C:13]=1[CH2:18][CH2:19][CH2:20][O:21][C:22]1[CH:29]=[CH:28][C:25]([CH:26]=O)=[CH:24][CH:23]=1.[CH3:30][S:31]([OH:34])(=[O:33])=[O:32]>CO>[F:11][C:12]1[CH:17]=[CH:16][CH:15]=[CH:14][C:13]=1[CH2:18][CH2:19][CH2:20][O:21][C:22]1[CH:29]=[CH:28][C:25]([CH2:26][NH:1][C@@H:2]([CH3:6])[C:3]([NH2:5])=[O:4])=[CH:24][CH:23]=1.[CH3:30][S:31]([O-:34])(=[O:33])=[O:32] |f:1.2|. The reactants are C(C)(C)(C)C1=CC=C(C(C(=O)O)=C1)O (5-tert-butylsalicylic acid), CC1=C(N)C=CC(=C1)[N+](=O)[O-] (2-methyl-4-nitroaniline), P(Cl)(Cl)Cl (phosphorus trichloride). Solvent: C=1(C(=CC=CC1)C)C (xylene), C=1(C(=CC=CC1)C)C (xylene). The product is C(C)(C)(C)C1=CC=C(C(C(=O)NC2=C(C=C(C=C2)[N+](=O)[O-])C)=C1)O (5-Tert-butyl-2'-methyl-4'-nitrosalicylanilide). Isolated yield 70.1%. RXN SMILES: [C:1]([C:5]1[CH:13]=[C:9]([C:10]([OH:12])=O)[C:8]([OH:14])=[CH:7][CH:6]=1)([CH3:4])([CH3:3])[CH3:2].[CH3:15][C:16]1[CH:22]=[C:21]([N+:23]([O-:25])=[O:24])[CH:20]=[CH:19][C:17]=1[NH2:18].P(Cl)(Cl)Cl>C1(C)C(C)=CC=CC=1>[C:1]([C:5]1[CH:13]=[C:9]([C:10]([NH:18][C:17]2[CH:19]=[CH:20][C:21]([N+:23]([O-:25])=[O:24])=[CH:22][C:16]=2[CH3:15])=[O:12])[C:8]([OH:14])=[CH:7][CH:6]=1)([CH3:2])([CH3:3])[CH3:4]. Procedure details: A solution of 9.7 g of 5-tert-butylsalicylic acid and 7.6 g of 2-methyl-4-nitroaniline in 120 ml of xylene is heated at 65° to 70° C. To a reaction solution is added a solution of 2.6 g of phosphorus trichloride in 30 ml of xylene. The whole mixture is refluxed for 2 hours. The hot reaction solution is decanted. The supernatant solution is cooled on an ice bath. The crystalline precipitate is collected by filtration. Recrystallization from methanol gives 11.5 g of the title compound as pale yell... The product is O[C@H]1[C@@H](C[C@@H]([C@H]1O)O)OC1=NC(=NC2=CC=CC=C12)N1CCNCC1 (4-[(1R,2R,3R,4S)-(2,3,4-trihydroxycyclopentan-1-yl)oxy]-2-(1-piperazinyl)quinazoline). Yield: 88.5%. Reaction conditions: time 14.5 hour. Procedure details: To a solution of 2-[4-(benzyloxycarbonyl)piperazin-1-yl]-4-[(1R,2R,3R,4S)-(2,3,4-trihydroxycyclopentan-1-yl)oxy]quinazoline (854 mg) in methanol (15 ml) is added 10% palladium/carbon (200 mg), and the mixture is stirred under hydrogen atmosphere and under atmospheric pressure at room temperature for 14.5 hours. The reaction mixture is filtered, and the filtrate is evaporated to dryness under reduced pressure to give 4-[(1R,2R,3R,4S)-(2,3,4-trihydroxycyclopentan-1-yl)oxy]-2-(1-piperazinyl)quinazo... The solvent is CO (methanol). The reagents and catalysts are [Pd] (palladium/carbon). RXN SMILES: C(OC([N:11]1[CH2:16][CH2:15][N:14]([C:17]2[N:26]=[C:25]([O:27][C@@H:28]3[CH2:32][C@H:31]([OH:33])[C@@H:30]([OH:34])[C@H:29]3[OH:35])[C:24]3[C:19](=[CH:20][CH:21]=[CH:22][CH:23]=3)[N:18]=2)[CH2:13][CH2:12]1)=O)C1C=CC=CC=1>CO.[Pd]>[OH:35][C@@H:29]1[C@H:30]([OH:34])[C@@H:31]([OH:33])[CH2:32][C@H:28]1[O:27][C:25]1[C:24]2[C:19](=[CH:20][CH:21]=[CH:22][CH:23]=2)[N:18]=[C:17]([N:14]2[CH2:15][CH2:16][NH:11][CH2:12][CH2:13]2)[N:26]=1. Reactants: C(C1=CC=CC=C1)OC(=O)N1CCN(CC1)C1=NC2=CC=CC=C2C(=N1)O[C@H]1[C@@H]([C@@H]([C@H](C1)O)O)O (2-[4-(benzyloxycarbonyl)piperazin-1-yl]-4-[(1R,2R,3R,4S)-(2,3,4-trihydroxycyclopentan-1-yl)oxy]quinazoline). Reactants: CC(=O)OC(C)=O, [Cl-], COC(=O)c1cc2oc(C=O)cc2n1Cc1ccc(Cl)c(Cl)c1, [NH3+]O, c1ccncc1. The product is COC(=O)c1cc2oc(C#N)cc2n1Cc1ccc(Cl)c(Cl)c1. Reaction SMILES: [CH3:27][C:28]([O:29][C:30](=[O:31])[CH3:32])=[O:33].[Cl-:24].[Cl:1][c:2]1[cH:3][c:4]([CH2:5][n:6]2[c:7]3[c:8]([cH:9][c:10]2[C:11](=[O:12])[O:13][CH3:14])[o:15][c:16]([CH:18]=[O:19])[cH:17]3)[cH:20][cH:21][c:22]1[Cl:23].[OH:25][NH3+:26].[cH:34]1[cH:35][cH:36][n:37][cH:38][cH:39]1>>[Cl:1][c:2]1[cH:3][c:4]([CH2:5][n:6]2[c:7]3[c:8]([cH:9][c:10]2[C:11](=[O:12])[O:13][CH3:14])[o:15][c:16]([C:18]#[N:26])[cH:17]3)[cH:20][cH:21][c:22]1[Cl:23]. The reactants are CC(=O)Nc1ccccc1CO, ClC(Cl)Cl, O=[Mn]=O. Yields the product CC(=O)Nc1ccccc1C=O. RXN SMILES: [C:1]([CH3:2])(=[O:3])[NH:4][c:5]1[c:6]([CH2:7][OH:8])[cH:9][cH:10][cH:11][cH:12]1.[Cl:13][CH:14]([Cl:15])[Cl:16].[O:17]=[Mn:18]=[O:19]>>[C:1]([CH3:2])(=[O:3])[NH:4][c:5]1[c:6]([CH:7]=[O:8])[cH:9][cH:10][cH:11][cH:12]1. The reactants are CO, CCOC(=O)c1ccc2c(Cl)coc2c1, [Na+], [OH-], O. Product: O=C(O)c1ccc2c(Cl)coc2c1. Reaction SMILES: [CH3:18][OH:19].[Cl:1][c:2]1[cH:3][o:4][c:5]2[c:6]1[cH:7][cH:8][c:9]([C:11](=[O:12])[O:13][CH2:14][CH3:15])[cH:10]2.[Na+:17].[OH-:16].[OH2:20]>>[Cl:1][c:2]1[cH:3][o:4][c:5]2[c:6]1[cH:7][cH:8][c:9]([C:11](=[O:12])[OH:13])[cH:10]2. Reactants: C(C1=CC=CC=C1)[C@@H]1N(C(OC1)=O)C([C@@H](CC(=O)N1CCOCC1)CC1=CC=CC=C1)=O ((4S)-(-)-4-benzyl-N-[2(R)-benzyl-3-(morpholinocarbonyl)propionyl]-2-oxazolidinone), O.[OH-].[Li+] (lithium hydroxide monohydrate). The solvent is O1CCCC1 (tetrahydrofuran), O (water). Conditions: time 3 hour. Product: C(C1=CC=CC=C1)[C@@H](C(=O)O)CC(=O)N1CCOCC1 (2(R)-Benzyl-3-(morpholinocarbonyl)propionic acid). Yield: 74.2%. RXN SMILES: [OH2:1].[OH-].[Li+].C([C@H]1COC(=O)N1[C:17](=[O:35])[C@H:18]([CH2:28][C:29]1[CH:34]=[CH:33][CH:32]=[CH:31][CH:30]=1)[CH2:19][C:20]([N:22]1[CH2:27][CH2:26][O:25][CH2:24][CH2:23]1)=[O:21])C1C=CC=CC=1>O1CCCC1.O>[CH2:28]([C@H:18]([CH2:19][C:20]([N:22]1[CH2:23][CH2:24][O:25][CH2:26][CH2:27]1)=[O:21])[C:17]([OH:35])=[O:1])[C:29]1[CH:30]=[CH:31][CH:32]=[CH:33][CH:34]=1 |f:0.1.2|. Procedure: 711 mg (16.9 mmole) of lithium hydroxide monohydrate were added, whilst ice-cooling, to a solution of 3.70 g (8.5 mmole) of (4S)-(-)-4-benzyl-N-[2(R)-benzyl-3-(morpholinocarbonyl)propionyl]-2-oxazolidinone (prepared as described in Preparation 10) in a mixture of 80 ml of tetrahydrofuran and 30 ml of water, and the mixture was then stirred at the same temperature for 3 hours. At the end of this time, the tetrahydrofuran was stripped from the reaction mixture by distillation under reduced pressur... The product is Fc1ncccc1-c1ccc2c(c1)-c1nccn1CCO2. The reactants are Brc1ccc2c(c1)-c1nccn1CCO2, CC(=O)[O-], OB(O)c1cccnc1F, [K+], CN(C)C=O, O, c1ccc(P(c2ccccc2)(c2ccccc2)[Pd](P(c2ccccc2)(c2ccccc2)c2ccccc2)(P(c2ccccc2)(c2ccccc2)c2ccccc2)P(c2ccccc2)(c2ccccc2)c2ccccc2)cc1. Reaction SMILES: [Br:1][c:2]1[cH:3][cH:4][c:5]2[c:6]([cH:15]1)-[c:7]1[n:8]([cH:12][cH:13][n:14]1)[CH2:9][CH2:10][O:11]2.[CH3:27][C:28](=[O:29])[O-:30].[F:16][c:17]1[n:18][cH:19][cH:20][cH:21][c:22]1[B:23]([OH:24])[OH:25].[K+:26].[O:31]=[CH:32][N:33]([CH3:34])[CH3:35].[OH2:36].[cH:37]1[cH:38][cH:39][c:40]([P:41]([Pd:42]([P:43]([c:44]2[cH:45][cH:46][cH:47][cH:48][cH:49]2)([c:50]2[cH:51][cH:52][cH:53][cH:54][cH:55]2)[c:56]2[cH:57][cH:58][cH:59][cH:60][cH:61]2)([P:62]([c:63]2[cH:64][cH:65][cH:66][cH:67][cH:68]2)([c:69]2[cH:70][cH:71][cH:72][cH:73][cH:74]2)[c:75]2[cH:76][cH:77][cH:78][cH:79][cH:80]2)[P:81]([c:82]2[cH:83][cH:84][cH:85][cH:86][cH:87]2)([c:88]2[cH:89][cH:90][cH:91][cH:92][cH:93]2)[c:94]2[cH:95][cH:96][cH:97][cH:98][cH:99]2)([c:100]2[cH:101][cH:102][cH:103][cH:104][cH:105]2)[c:106]2[cH:107][cH:108][cH:109][cH:110][cH:111]2)[cH:112][cH:113]1>>[c:2]1(-[c:22]2[c:17]([F:16])[n:18][cH:19][cH:20][cH:21]2)[cH:3][cH:4][c:5]2[c:6]([cH:15]1)-[c:7]1[n:8]([cH:12][cH:13][n:14]1)[CH2:9][CH2:10][O:11]2. The reactants are FCC=1N=NN(C1)CN1C(=O)C(=O)C2=CC(=CC=C12)S(=O)(=O)N1[C@@H](CCC1)COC1=C(C=C(C=C1)F)F ((S)-1-[4-(Fluoromethyl)-1H-[1,2,3]-triazol-1-yl]methyl-5-(2-(2,4-difluorophenoxymethyl)-pyrrolidine-1-sulfonyl)isatin), 4-[18F]fluorobut-1-yne, FCCC#C (4-fluorobut-1-yne), FCC#C (3-fluoroprop-1-yne). Product: FCCC=1N=NN(C1)CN1C(=O)C(=O)C2=CC(=CC=C12)S(=O)(=O)N1[C@@H](CCC1)COC1=C(C=C(C=C1)F)F ((S)-1-[4-(2-Fluoroethyl)-1H-[1,2,3]-triazol-1-yl]methyl-5-(2-(2,4-difluorophenoxymethyl)-pyrrolidine-1-sulfonyl)isatin). As a reaction SMILES: F[CH2:2][C:3]1[N:4]=[N:5][N:6]([CH2:8][N:9]2[C:19]3[C:14](=[CH:15][C:16]([S:20]([N:23]4[CH2:27][CH2:26][CH2:25][C@H:24]4[CH2:28][O:29][C:30]4[CH:35]=[CH:34][C:33]([F:36])=[CH:32][C:31]=4[F:37])(=[O:22])=[O:21])=[CH:17][CH:18]=3)[C:12](=[O:13])[C:10]2=[O:11])[CH:7]=1.[F:38][CH2:39]CC#C.FCC#C>>[F:38][CH2:39][CH2:2][C:3]1[N:4]=[N:5][N:6]([CH2:8][N:9]2[C:19]3[C:14](=[CH:15][C:16]([S:20]([N:23]4[CH2:27][CH2:26][CH2:25][C@H:24]4[CH2:28][O:29][C:30]4[CH:35]=[CH:34][C:33]([F:36])=[CH:32][C:31]=4[F:37])(=[O:22])=[O:21])=[CH:17][CH:18]=3)[C:12](=[O:13])[C:10]2=[O:11])[CH:7]=1. Procedure details: is prepared according for the procedure for compound 6, with the exception that 4-fluorobut-1-yne is used in place of the (3-fluoroprop-1-yne). For the preparation of [18F]7, 4-[18F]fluorobut-1-yne is used in place of 3-fluoroprop-1-yne. Starting materials: C(=O)(O)[O-].[Na+] (NaHCO3), FC1=CC=C(CN)C=C1 (4-Fluorobenzylamine), C(C)(=O)Cl (acetyl chloride). Run in C(Cl)Cl (CH2Cl2). Run at time 1 hour. Yields the product FC1=CC=C(CNC(C)=O)C=C1 (N-(4-fluoro-benzyl)-acetamide). The yield is 55.2%. As a reaction SMILES: [F:1][C:2]1[CH:9]=[CH:8][C:5]([CH2:6][NH2:7])=[CH:4][CH:3]=1.C([O-])(O)=O.[Na+].[C:15](Cl)(=[O:17])[CH3:16]>C(Cl)Cl>[F:1][C:2]1[CH:9]=[CH:8][C:5]([CH2:6][NH:7][C:15](=[O:17])[CH3:16])=[CH:4][CH:3]=1 |f:1.2|. Procedure details: 4-Fluorobenzylamine (11.4 g, 91 mmol) was dissolved in 910 mL of CH2Cl2. To this was added 910 mL of satd NaHCO3 followed by acetyl chloride (23.4 mL, 329 mmol) stir 1 h. The organic layer was separated, washed with satd NaCl, dried over Na2SO4, filtered and solvent removed to yield 8.4 grams of N-(4-fluoro-benzyl)-acetamide.